Dataset: the Open Reaction Database (ORD), a public repository of structured organic reaction records. Task: describe an organic reaction: reactants, conditions, products, and yield The reactants are CCCOC(C)CCC(C)C(=O)O, O=C(Cl)C(=O)Cl. Yields the product CCCOC(C)CCC(C)C(=O)O, [Cl-]. Reaction SMILES: [CH3:1][CH:2]([C:3](=[O:4])[OH:5])[CH2:6][CH2:7][CH:8]([CH3:9])[O:10][CH2:11][CH2:12][CH3:13].[Cl:14][C:15]([C:16]([Cl:17])=[O:18])=[O:19]>>[CH3:1][CH:2]([C:3](=[O:4])[OH:5])[CH2:6][CH2:7][CH:8]([CH3:9])[O:10][CH2:11][CH2:12][CH3:13].[Cl-:14]. Starting materials: C1(=C(C(=C(C(=C1F)F)F)N)F)N.Cl.Cl (dihydrochloride), COC1=C(C=CC(=C1)OC)S(=O)(=O)Cl (2,4 dimethoxybenzene sulfonic acid chloride), [K].C(C)(C)(C)[O-] (potassium tert.-butanolate), intermediate, COC=1C=C2C(C(NC2=CC1)=O)(C1=C(C=CC=C1)OCCC)OC(=O)N1CCN(CC1)N1CCC(CC1)C (4-(4-Methyl-piperidine-1-yl)-piperazine-1-carboxylic acid-[5-methoxy-2-oxo-3-(2-propoxy-phenyl)-2,3-dihydro-1H-indole-3-yl] ester), [OH-].[Na+] (NaOH), Cl (HCl). Solvent: O (water), CO (methanol). Reaction conditions: time 60 minute. Yields the product COC1=C(C=CC(=C1)OC)S(=O)(=O)N1C(C(C2=CC(=CC=C12)OC)(C1=C(C=CC=C1)OCCC)OC(=O)N1CCN(CC1)C1CCN(CC1)C)=O (4-(1-Methyl-piperidine-4-yl)-piperazine-1-carboxylic acid-[1-(2,4-dimethoxy-benzenesulfonyl)-5-methoxy-2-oxo-3-(2-propoxyphenyl)-2,3-dihydro-1H-indole-3-yl] ester). As a reaction SMILES: [K].[C:2]([O-])(C)(C)C.[CH3:7][O:8][C:9]1[CH:10]=[C:11]2[C:15](=[CH:16][CH:17]=1)[NH:14][C:13](=[O:18])[C:12]2([O:29][C:30]([N:32]1[CH2:37][CH2:36][N:35](N2CCC(C)CC2)[CH2:34][CH2:33]1)=[O:31])[C:19]1[CH:24]=[CH:23][CH:22]=[CH:21][C:20]=1[O:25][CH2:26][CH2:27][CH3:28].[CH3:45][O:46][C:47]1[CH:52]=[C:51]([O:53][CH3:54])[CH:50]=[CH:49][C:48]=1[S:55](Cl)(=[O:57])=[O:56].[OH-].[Na+].Cl.[C:62]1([NH2:73])[C:67](F)=[C:66](F)[C:65](F)=[C:64](N)C=1F.Cl.Cl>O.CO>[CH3:45][O:46][C:47]1[CH:52]=[C:51]([O:53][CH3:54])[CH:50]=[CH:49][C:48]=1[S:55]([N:14]1[C:15]2[C:11](=[CH:10][C:9]([O:8][CH3:7])=[CH:17][CH:16]=2)[C:12]([O:29][C:30]([N:32]2[CH2:37][CH2:36][N:35]([CH:66]3[CH2:65][CH2:64][N:73]([CH3:2])[CH2:62][CH2:67]3)[CH2:34][CH2:33]2)=[O:31])([C:19]2[CH:24]=[CH:23][CH:22]=[CH:21][C:20]=2[O:25][CH2:26][CH2:27][CH3:28])[C:13]1=[O:18])(=[O:57])=[O:56] |f:0.1,4.5,7.8.9,^1:0|. Procedure: 54 mg (0.48 mmol) of potassium-tert.-butanolate were added in portions to 200 mg (0.38 mmol) of the intermediate product 2c in 5 ml water-free dimethylformamide and everything was stirred for approximately 60 minutes. Then 113 mg (0.48 mmol) 2,4 dimethoxybenzene sulfonic acid chloride were rapidly added by drops at 0° C. This was then stirred for 16 h at room temperature. The reaction solution was subsequently poured on to 1 M NaOH, wherein a precipitate formed that was isolated. This precipitat... The reactants are CCOC(=O)CC(NC(=O)c1cc2cc(Cl)ccc2[nH]1)C(CO[Si](c1ccccc1)(c1ccccc1)C(C)(C)C)NC(=O)c1nc2c(s1)CN(C)CC2, F, C1CCOC1, c1ccncc1, c1ccncc1. Yields the product CCOC(=O)CC(NC(=O)c1cc2cc(Cl)ccc2[nH]1)C(CO)NC(=O)c1nc2c(s1)CN(C)CC2. RXN SMILES: [C:8]([Si:9]([c:10]1[cH:11][cH:12][cH:49][cH:50][cH:51]1)([O:13][CH2:14][CH:15]([CH:16]([CH2:17][C:18](=[O:19])[O:20][CH2:21][CH3:22])[NH:23][C:24](=[O:25])[c:26]1[nH:27][c:28]2[cH:29][cH:30][c:31]([Cl:35])[cH:32][c:33]2[cH:34]1)[NH:36][C:37](=[O:38])[c:39]1[s:40][c:41]2[c:46]([n:47]1)[CH2:45][CH2:44][N:43]([CH3:48])[CH2:42]2)[c:52]1[cH:53][cH:54][cH:55][cH:56][cH:57]1)([CH3:58])([CH3:59])[CH3:60].[FH:7].[O:67]1[CH2:68][CH2:69][CH2:70][CH2:71]1.[cH:61]1[cH:62][cH:63][n:64][cH:65][cH:66]1.[n:1]1[cH:2][cH:3][cH:4][cH:5][cH:6]1>>[OH:13][CH2:14][CH:15]([CH:16]([CH2:17][C:18](=[O:19])[O:20][CH2:21][CH3:22])[NH:23][C:24](=[O:25])[c:26]1[nH:27][c:28]2[cH:29][cH:30][c:31]([Cl:35])[cH:32][c:33]2[cH:34]1)[NH:36][C:37](=[O:38])[c:39]1[s:40][c:41]2[c:46]([n:47]1)[CH2:45][CH2:44][N:43]([CH3:48])[CH2:42]2. Reactants: [BH4-], CO, CC(C)OC(C)C, COC(=O)C(C)Nc1ccc(F)c(F)c1F, [Na+], O. Product: CC(CO)Nc1ccc(F)c(F)c1F. RXN SMILES: [BH4-:1].[CH3:19][OH:20].[CH:22]([O:23][CH:24]([CH3:25])[CH3:26])([CH3:27])[CH3:28].[F:3][c:4]1[c:5]([NH:6][CH:7]([C:8](=[O:9])[O:10][CH3:11])[CH3:12])[cH:13][cH:14][c:15]([F:18])[c:16]1[F:17].[Na+:2].[OH2:21]>>[F:3][c:4]1[c:5]([NH:6][CH:7]([CH2:8][OH:9])[CH3:12])[cH:13][cH:14][c:15]([F:18])[c:16]1[F:17]. Reactants: ClC=1SC2=C(N1)C=CC=C2 (2-chlorobenzothiazole), C1CCC(CC1)C[C@@H](C(=O)O)N (L-cyclohexylalanine), COC1=CC=C(C=C1)NCCN (N1-(4-methoxy-phenyl)-ethane-1,2-diamine). Yields the product S1C(=NC2=C1C=CC=C2)N[C@H](C(=O)NCCNC2=CC=C(C=C2)OC)CC2CCCCC2 (2-(S)-(Benzothiazol-2-ylamino)-3-cyclohexyl-N-[2-(4-methoxy-phenylamino)-ethyl]-propionamide). As a reaction SMILES: Cl[C:2]1[S:3][C:4]2[CH:10]=[CH:9][CH:8]=[CH:7][C:5]=2[N:6]=1.[CH2:11]1[CH2:16][CH2:15][CH:14]([CH2:17][C@H:18]([NH2:22])[C:19]([OH:21])=O)[CH2:13][CH2:12]1.[CH3:23][O:24][C:25]1[CH:30]=[CH:29][C:28]([NH:31][CH2:32][CH2:33][NH2:34])=[CH:27][CH:26]=1>>[S:3]1[C:4]2[CH:10]=[CH:9][CH:8]=[CH:7][C:5]=2[N:6]=[C:2]1[NH:22][C@@H:18]([CH2:17][CH:14]1[CH2:13][CH2:12][CH2:11][CH2:16][CH2:15]1)[C:19]([NH:34][CH2:33][CH2:32][NH:31][C:28]1[CH:29]=[CH:30][C:25]([O:24][CH3:23])=[CH:26][CH:27]=1)=[O:21]. Procedure details: The title compound was prepared from 2-chlorobenzothiazole, L-cyclohexylalanine and N1-(4-methoxy-phenyl)-ethane-1,2-diamine.2HCl using the procedure analogous to that described in example 2. HPLC-MS calcd. for C25H32N4O2S (M+H+) 453.22. found 453.5. Starting materials: NN1C2=C(C(=C(C1=O)C1=NS(C3=C(N1)C=CC=C3)(=O)=O)O)SC=C2 (4-amino-6-(1,1-dioxido-4H-1,2,4-benzothiadiazin-3-yl)-7-hydroxythieno[3,2-b]pyridin 5(4H)-one), CC(C=O)C (2-methyl-propionaldehyde). The solvent is CN(C(C)=O)C (N,N-dimethylacetamide). Run at temperature 25 celsius. The product is O=S1(N=C(NC2=C1C=CC=C2)C2=C(C1=C(N(C2=O)N=CC(C)C)C=CS1)O)=O (6-(1,1-dioxido-4H-1,2,4-benzothiadiazin-3-yl)-7-hydroxy-4-{[2-methylpropylidene]amino}thieno[3,2-b]pyridin-5(4H)-one). The yield is 64.9%. Reaction SMILES: [NH2:1][N:2]1[C:7](=[O:8])[C:6]([C:9]2[NH:14][C:13]3[CH:15]=[CH:16][CH:17]=[CH:18][C:12]=3[S:11](=[O:20])(=[O:19])[N:10]=2)=[C:5]([OH:21])[C:4]2[S:22][CH:23]=[CH:24][C:3]1=2.[CH3:25][CH:26]([CH3:29])[CH:27]=O>CN(C)C(=O)C>[O:19]=[S:11]1(=[O:20])[C:12]2[CH:18]=[CH:17][CH:16]=[CH:15][C:13]=2[NH:14][C:9]([C:6]2[C:7](=[O:8])[N:2]([N:1]=[CH:25][CH:26]([CH3:29])[CH3:27])[C:3]3[CH:24]=[CH:23][S:22][C:4]=3[C:5]=2[OH:21])=[N:10]1. Procedure: The product of Example 268D (0.10 g, 0.27 mmol) was reacted with 2-methyl-propionaldehyde (0.20 g, 2.77 mmol) in N,N-dimethylacetamide (3 mL) in a sealed tube at 135° C. for 40 minutes in a microwave reactor. The reaction was cooled to 25° C. and concentrated under vacuum. The resulting residue was triturated with a mixture of 25% ethyl acetate in hexanes and filtered to give the title compound as a solid (0.073 g, 65%). MS (APCI+) m/z 417 (M+H)+. Reactants: C(=O)(Cl)Cl (phosgene), FC(CCCOC1=CC=C(C(=O)NN)C=C1)(F)F (4-(4,4,4-trifluorobutoxy)benzoic acid hydrazide), C(=O)(Cl)Cl (phosgene). The solvent is C1(=CC=CC=C1)C (toluene), C1(=CC=CC=C1)C (toluene). Yields the product FC(CCCOC1=CC=C(C=C1)C1=NNC(O1)=O)(F)F (5-[4-(4,4,4-trifluorobutoxy)phenyl]-1,3,4-oxadiazol-2(3H)-one). RXN SMILES: [F:1][C:2]([F:18])([F:17])[CH2:3][CH2:4][CH2:5][O:6][C:7]1[CH:16]=[CH:15][C:10]([C:11]([NH:13][NH2:14])=[O:12])=[CH:9][CH:8]=1.[C:19](Cl)(Cl)=[O:20]>C1(C)C=CC=CC=1>[F:1][C:2]([F:17])([F:18])[CH2:3][CH2:4][CH2:5][O:6][C:7]1[CH:16]=[CH:15][C:10]([C:11]2[O:12][C:19](=[O:20])[NH:14][N:13]=2)=[CH:9][CH:8]=1. Procedure details: 4.09 g of 4-(4,4,4-trifluorobutoxy)benzoic acid hydrazide, dissolved in 56 ml of hot toluene, are introduced into a 100 ml three-necked flask under nitrogen at room temperature. 12.1 ml of phosgene dissolved in toluene (1.93M) are then added dropwise. The mixture is heated to 100°-110° C. for 1 h 30 min and the excess phosgene is then stripped off using a stream of nitrogen. The reaction medium is cooled and the precipitate formed is filtered off and dried under vacuum. 4.4 g of product are obta...